Dataset: the Open Reaction Database (ORD), a public repository of structured organic reaction records. Task: describe an organic reaction: reactants, conditions, products, and yield Reactants: ClC1=CC=C(C(=O)C=2C=C(C=CC2Cl)C)C=C1 (3-(4-chlorobenzoyl)-4-chlorotoluene), BrN1C(CCC1=O)=O (N-bromosuccinimide). The reagents and catalysts are C(C1=CC=CC=C1)(=O)OOC(C1=CC=CC=C1)=O (dibenzoylperoxide). The solvent is C1=CC=CC=C1 (benzene). The product is ClC1=CC=C(C(=O)C=2C=C(CBr)C=CC2Cl)C=C1 (3-(4-chlorobenzoyl)-4-chlorobenzyl bromide). Yield: 50.5%. RXN SMILES: [Cl:1][C:2]1[CH:17]=[CH:16][C:5]([C:6]([C:8]2[CH:9]=[C:10]([CH3:15])[CH:11]=[CH:12][C:13]=2[Cl:14])=[O:7])=[CH:4][CH:3]=1.[Br:18]N1C(=O)CCC1=O>C1C=CC=CC=1.C(OOC(=O)C1C=CC=CC=1)(=O)C1C=CC=CC=1>[Cl:1][C:2]1[CH:3]=[CH:4][C:5]([C:6]([C:8]2[CH:9]=[C:10]([CH:11]=[CH:12][C:13]=2[Cl:14])[CH2:15][Br:18])=[O:7])=[CH:16][CH:17]=1. Procedure: A refluxing solution of 3-(4-chlorobenzoyl)-4-chlorotoluene (5.3 g, 20. mmol) and dibenzoylperoxide (200 mg, 0.83 mmol) in benzene (200 ml) was treated in portions with N-bromosuccinimide (4.4 g, 25. mmol) over 20 minutes. The mixture was refluxed 15 hours, cooled and filtered. The filtrate was evaporated under vacuum, triturated with diethyl ether (150 ml), filtered, and evaporated under vacuum. The residue was chromatographed on silica gel (500 g) eluted with 97:3 (v/v) n-hexane-ethyl acetate ... The reactants are Br[C@@H]1[C@@H]2CC[C@H]3[C@@H]4CC[C@H](C(CBr)=O)[C@]4(CC([C@@H]3[C@]2(CC[C@H]1O)C)=O)C (4β,21-Dibromo-3α-hydroxy-5α-pregnane-11,20-dione), C(=O)([O-])[O-].[Ca+2] (calofort U), [Br-].[Li+] (lithium bromide). Run in CC(=O)N(C)C (dimethyl acetamide). Run at time 2 hour. Yields the product BrCC([C@H]1CC[C@H]2[C@@H]3CCC4=C[C@@H](CC[C@]4(C)[C@H]3C(C[C@]12C)=O)O)=O (21-Bromo-3α-hydroxypregn-4-ene-11,20-dione). Yield: 41.9%. As a reaction SMILES: Br[C@H:2]1[C@H:22]([OH:23])[CH2:21][CH2:20][C@@:19]2([CH3:24])[C@H:3]1[CH2:4][CH2:5][C@@H:6]1[C@@H:18]2[C:17](=[O:25])[CH2:16][C@@:15]2([CH3:26])[C@H:7]1[CH2:8][CH2:9][C@@H:10]2[C:11](=[O:14])[CH2:12][Br:13].C([O-])([O-])=O.[Ca+2].[Br-].[Li+]>CC(N(C)C)=O>[Br:13][CH2:12][C:11](=[O:14])[C@@H:10]1[C@:15]2([CH3:26])[C@H:7]([C@H:6]3[C@H:18]([C:17](=[O:25])[CH2:16]2)[C@:19]2([CH3:24])[C:3](=[CH:2][C@H:22]([OH:23])[CH2:21][CH2:20]2)[CH2:4][CH2:5]3)[CH2:8][CH2:9]1 |f:1.2,3.4|. Reported procedure: 4β,21-Dibromo-3α-hydroxy-5α-pregnane-11,20-dione (200 mg.) in dry dimethyl acetamide (10 ml.) was treated with calofort U (1.5 g.) and lithium bromide (0.9 g.). The mixture was stirred at 85° for 31/2 hours. The reaction mixture was filtered, and the solid residue was washed with ether and ethyl acetate. The combined filtrate and washings were washed well (5 times) with water, dried over sodium sulphate and evaporated to a brown oil which was purified by preparative T.L.C. in ethyl acetate/petro... Reaction SMILES: [CH3:1][O:2][C:3](=[O:16])[C:4](=O)[CH:5](Cl)[C:6]1[CH:11]=[CH:10][C:9]([C:12]#[N:13])=[CH:8][CH:7]=1.[C:17]([NH2:20])(=[S:19])[CH3:18]>>[CH3:1][O:2][C:3]([C:4]1[N:20]=[C:17]([CH3:18])[S:19][C:5]=1[C:6]1[CH:11]=[CH:10][C:9]([C:12]#[N:13])=[CH:8][CH:7]=1)=[O:16]. Procedure: prepared by reaction of 3-chloro-3-(4-cyano-phenyl)-2-oxo-propionic acid methyl ester with thioacetamide. LC-MS: tR=0.92 min; [M+H]+=259.0. The reactants are COC(C(C(C1=CC=C(C=C1)C#N)Cl)=O)=O (3-chloro-3-(4-cyano-phenyl)-2-oxo-propionic acid methyl ester), C(C)(=S)N (thioacetamide). Yields the product COC(=O)C=1N=C(SC1C1=CC=C(C=C1)C#N)C (5-(4-Cyano-phenyl)-2-methyl-thiazole-4-carboxylic Acid Methyl Ester). Reactants: ON1C(CCC1=O)=O (N-hydroxy succinimide), CCN(C(C)C)C(C)C (DIEA), C(CCCCCCC\C=C/CCCCCCCC)(=O)Cl (Oleoyl chloride). Solvent: C1CCOC1 (THF), C1CCOC1 (THF). Conditions: temperature 0 celsius. Yields the product C(CCCCCCC\C=C/CCCCCCCC)(=O)O (Oleic Acid). RXN SMILES: [OH:1]N1C(=O)CCC1=O.CCN(C(C)C)C(C)C.[C:18](Cl)(=[O:36])[CH2:19][CH2:20][CH2:21][CH2:22][CH2:23][CH2:24][CH2:25]/[CH:26]=[CH:27]\[CH2:28][CH2:29][CH2:30][CH2:31][CH2:32][CH2:33][CH2:34][CH3:35]>C1COCC1>[C:18]([OH:36])(=[O:1])[CH2:19][CH2:20][CH2:21][CH2:22][CH2:23][CH2:24][CH2:25]/[CH:26]=[CH:27]\[CH2:28][CH2:29][CH2:30][CH2:31][CH2:32][CH2:33][CH2:34][CH3:35]. Procedure details: 1.33 gr. of N-hydroxy succinimide (11.56 mmole, 1.5 eq.) and DIEA (1.35 ml), were dissolved in 50.0 ml of anhydrous THF and gently stirred at 0° C. under nitrogen atmosphere. Then, Oleoyl chloride (3.0 ml, 85% tech., 7.8 mmole, 1.0 eq.) dissolved in 50 ml of anhydrous THF was added dropwise during 1 h. The mixture was gently stirred for 2 h at 0° C. and over-night at room temperature. The resulting precipitate were discarded by filtration and the filtrate was evaporated under reduced pressure, r... Reactants: FC(C(=O)OC1=C(C=C(C=C1)N(C(C(F)(F)F)=O)CC1=C(C(=C(C(=C1F)F)C(F)(F)F)F)F)C(N)=O)(F)F (2-carbamoyl-4-[2,3,5,6-tetrafluoro-4-trifluoromethylbenzyl-(2,2,2-trifluoroacetyl)amino]phenyl trifluoroacetate), c-HCl. Solvent: CO (methanol), O (water). Run at time 24 hour. Product: OC1=C(C(=O)N)C=C(C=C1)NCC1=C(C(=C(C(=C1F)F)C(F)(F)F)F)F (2-hydroxy-5-(2,3,5,6-tetrafluoro-4-trifluoromethylbenzylamino)benzamide). Yield: 60.4%. Reaction SMILES: FC(F)(F)C([O:5][C:6]1[CH:11]=[CH:10][C:9]([N:12]([CH2:19][C:20]2[C:25]([F:26])=[C:24]([F:27])[C:23]([C:28]([F:31])([F:30])[F:29])=[C:22]([F:32])[C:21]=2[F:33])C(=O)C(F)(F)F)=[CH:8][C:7]=1[C:34](=[O:36])[NH2:35])=O>CO.O>[OH:5][C:6]1[CH:11]=[CH:10][C:9]([NH:12][CH2:19][C:20]2[C:21]([F:33])=[C:22]([F:32])[C:23]([C:28]([F:31])([F:30])[F:29])=[C:24]([F:27])[C:25]=2[F:26])=[CH:8][C:7]=1[C:34]([NH2:35])=[O:36]. Procedure details: To a solution of 2-carbamoyl-4-[2,3,5,6-tetrafluoro-4-trifluoromethylbenzyl-(2,2,2-trifluoroacetyl)amino]phenyl trifluoroacetate (300 mg, 0.52 mmole) in methanol (8 ml) and water (3 ml) was added c-HCl (2.0 ml) at 40° C. under a nitrogen atmosphere. After the reaction mixture was stirred for 24 hr, the organic solvent was removed in vacuo. The residue was extracted with ethyl acetate (20 ml×3). The organic layer was washed with water and then dried over anhydrous Na2SO4. After evaporation of the...